From a dataset of the Open Reaction Database (ORD), a public repository of structured organic reaction records. describe an organic reaction: reactants, conditions, products, and yield The reactants are CCCCOC(=O)c1ccc(N(CC)Cc2cc(Br)ccc2OCC(C)C)nn1, C1CCOC1, CO, [Na+], [OH-]. Product: CCN(Cc1cc(Br)ccc1OCC(C)C)c1ccc(C(=O)O)nn1. As a reaction SMILES: [Br:1][c:2]1[cH:3][cH:4][c:5]([O:25][CH2:26][CH:27]([CH3:28])[CH3:29])[c:6]([CH2:7][N:8]([CH2:9][CH3:10])[c:11]2[cH:12][cH:13][c:14]([C:17](=[O:18])[O:19][CH2:20][CH2:21][CH2:22][CH3:23])[n:15][n:16]2)[cH:24]1.[CH2:32]1[O:33][CH2:34][CH2:35][CH2:36]1.[CH3:37][OH:38].[Na+:31].[OH-:30]>>[Br:1][c:2]1[cH:3][cH:4][c:5]([O:25][CH2:26][CH:27]([CH3:28])[CH3:29])[c:6]([CH2:7][N:8]([CH2:9][CH3:10])[c:11]2[cH:12][cH:13][c:14]([C:17](=[O:18])[OH:19])[n:15][n:16]2)[cH:24]1. Starting materials: NC=1SC2=C(N1)C=CC(=C2)OC (2-Amino-6-methoxy-benzothiazole), Cl (HCl), C(C)(=O)O (acetic acid). Isolated yield 94.8%. Reaction SMILES: NC1[S:3][C:4]2[CH:10]=[C:9]([O:11][CH3:12])[CH:8]=[CH:7][C:5]=2[N:6]=1.Cl.C(O)(=O)C>[OH-].[K+]>[CH3:12][O:11][C:9]1[CH:8]=[CH:7][C:5]([NH2:6])=[C:4]([SH:3])[CH:10]=1 |f:3.4|. Reported procedure: 2-Amino-6-methoxy-benzothiazole 10 g (55.6 mmol) was suspended in 25% aqueous potassium hydroxide and the mixture heated under reflux for 24 h. The pale yellow solution was cooled and acidified to pH 6 with firstly aqueous 6N HCl then acetic acid. The precipitated solid was filtered, washed with water (3×100 ml), dried (high vac.) to afford the desired material as a pale yellow powder 8.18 g, 95%. Run in [OH-].[K+] (potassium hydroxide). Product: COC=1C=CC(=C(C1)S)N (5-methoxy-2-aminobenzenethiol). Starting materials: O=C(O)CNC(=O)c1csc(NC(=O)NCc2ccccc2)n1, CC(C)(C)OC(=O)CC(N)C(=O)NCc1cccnc1. The product is CC(C)(C)OC(=O)CC(NC(=O)CNC(=O)c1csc(NC(=O)NCc2ccccc2)n1)C(=O)NCc1cccnc1. As a reaction SMILES: [CH2:1]([c:2]1[cH:3][cH:4][cH:5][cH:6][cH:7]1)[NH:8][C:9]([NH:10][c:11]1[s:12][cH:13][c:14]([C:16](=[O:17])[NH:18][CH2:19][C:20](=[O:21])[OH:22])[n:15]1)=[O:23].[NH2:24][CH:25]([CH2:26][C:27](=[O:28])[O:29][C:30]([CH3:31])([CH3:32])[CH3:33])[C:34](=[O:35])[NH:36][CH2:37][c:38]1[cH:39][n:40][cH:41][cH:42][cH:43]1>>[CH2:1]([c:2]1[cH:3][cH:4][cH:5][cH:6][cH:7]1)[NH:8][C:9]([NH:10][c:11]1[s:12][cH:13][c:14]([C:16](=[O:17])[NH:18][CH2:19][C:20](=[O:22])[NH:24][CH:25]([CH2:26][C:27](=[O:28])[O:29][C:30]([CH3:31])([CH3:32])[CH3:33])[C:34](=[O:35])[NH:36][CH2:37][c:38]2[cH:39][n:40][cH:41][cH:42][cH:43]2)[n:15]1)=[O:23]. The reactants are [K].CC1(C(NC(O1)=O)=O)C (5,5-Dimethyl-2,4-oxazolidinedione potassium salt), C1(=CC=CC2=CC=CC=C12)C(=O)Cl (1-naphthoyl chloride), C(C)(=O)OCC (ethyl acetate). The solvent is O1CCCC1 (tetrahydrofuran). Run at time 8 hour. Product: CC1(C(N(C(O1)=O)C(=O)C1=CC=CC2=CC=CC=C12)=O)C (5,5-Dimethyl-3-naphthylcarbonyl-1,3-oxazolidine-2,4-dione). The yield is 43.2%. As a reaction SMILES: [K].[CH3:2][C:3]1([CH3:10])[O:7][C:6](=[O:8])[NH:5][C:4]1=[O:9].[C:11]1([C:21](Cl)=[O:22])[C:20]2[C:15](=[CH:16][CH:17]=[CH:18][CH:19]=2)[CH:14]=[CH:13][CH:12]=1.C(OCC)(=O)C>O1CCCC1>[CH3:2][C:3]1([CH3:10])[O:7][C:6](=[O:8])[N:5]([C:21]([C:11]2[C:20]3[C:15](=[CH:16][CH:17]=[CH:18][CH:19]=3)[CH:14]=[CH:13][CH:12]=2)=[O:22])[C:4]1=[O:9] |f:0.1,^1:0|. Procedure details: 5,5-Dimethyl-2,4-oxazolidinedione potassium salt (84 mg) was suspended in tetrahydrofuran (1 mL), 1-naphthoyl chloride (95 mg) was added, and the mixture was stirred at room temperature overnight. To the reaction solution was added 4 mL of ethyl acetate, and the solution was filtered with a membrane filter (0.25 μm). The resulting organic layer was purified by silica gel chromatography (hexane:ethyl acetate=2:1), and further recrystallized from ethyl acetate/IPE to obtain 61 mg of white crystals... The reactants are C=CCOC(=O)NC(CCCC)C(=O)O, C=CCCCOC(=O)NC(CCCC)C(=O)O. Product: C=CCCOC(=O)NC(CCCC)C(=O)O. As a reaction SMILES: [CH2:18]([O:19][C:20]([NH:21][CH:22]([C:23]([OH:24])=[O:25])[CH2:26][CH2:27][CH2:28][CH3:29])=[O:30])[CH:31]=[CH2:32].[CH2:1]([CH2:2][CH2:3][CH:4]=[CH2:5])[O:6][C:7](=[O:8])[NH:9][CH:10]([CH2:11][CH2:12][CH2:13][CH3:14])[C:15](=[O:16])[OH:17]>>[CH2:1]([CH2:2][CH:3]=[CH2:4])[O:6][C:7](=[O:8])[NH:9][CH:10]([CH2:11][CH2:12][CH2:13][CH3:14])[C:15](=[O:16])[OH:17]. The reactants are Cc1cc(C#N)ccc1N1CCN(C(=O)OC(C)(C)C)CC1, CCO, Cl, [Na+], [OH-], O. Yields the product Cc1cc(C(=O)O)ccc1N1CCN(C(=O)OC(C)(C)C)CC1. Reaction SMILES: [C:1](#[N:2])[c:3]1[cH:4][c:5]([CH3:22])[c:6]([N:9]2[CH2:10][CH2:11][N:12]([C:15](=[O:16])[O:17][C:18]([CH3:19])([CH3:20])[CH3:21])[CH2:13][CH2:14]2)[cH:7][cH:8]1.[CH3:27][CH2:28][OH:29].[ClH:25].[Na+:24].[OH-:23].[OH2:26]>>[C:1]([c:3]1[cH:4][c:5]([CH3:22])[c:6]([N:9]2[CH2:10][CH2:11][N:12]([C:15](=[O:16])[O:17][C:18]([CH3:19])([CH3:20])[CH3:21])[CH2:13][CH2:14]2)[cH:7][cH:8]1)(=[O:23])[OH:26]. Yields the product CN(C1=NC=C(C(=N1)C)OCC1=CC=CC=C1)C (2-Dimethylamino-4-methyl-5-benzyloxypyrimidine). Yield: 74.0%. Run in O (water). Procedure: Potassium hydroxide (85%, 2.64 g, 40 mmol) was powdered and added to 20 ml of DMSO at room temperature. 2-Dimethylamino-4-methyl-5-hydroxypyrimidine (1.53 g, 10 mmol) was added and the reaction mixture stirred for 5 minutes at room temperature. Benzylbromide (1.2 ml, 10 mmol) was added and the reaction mixture after stirring for a half hour at room temperature was poured into 50 ml of water. The reaction mixture was extracted four times with 50 ml hexane portions. The combined hexane extracts we... Starting materials: [OH-].[K+] (Potassium hydroxide), C(C1=CC=CC=C1)Br (Benzylbromide), CS(=O)C (DMSO), CN(C1=NC=C(C(=N1)C)O)C (2-Dimethylamino-4-methyl-5-hydroxypyrimidine). Run at time 5 minute. RXN SMILES: [OH-].[K+].CS(C)=O.[CH3:7][N:8]([CH3:17])[C:9]1[N:14]=[C:13]([CH3:15])[C:12]([OH:16])=[CH:11][N:10]=1.[CH2:18](Br)[C:19]1[CH:24]=[CH:23][CH:22]=[CH:21][CH:20]=1>O>[CH3:17][N:8]([CH3:7])[C:9]1[N:14]=[C:13]([CH3:15])[C:12]([O:16][CH2:18][C:19]2[CH:24]=[CH:23][CH:22]=[CH:21][CH:20]=2)=[CH:11][N:10]=1 |f:0.1|.